This data is from the Open Reaction Database (ORD), a public repository of structured organic reaction records. The task is: describe an organic reaction: reactants, conditions, products, and yield The reactants are C1(=CC=CC2=CC=CC=C12)CCCI (3-(naphth-1-yl)propyl iodide), C(CC#N)#N (malononitrile), [H-].[Na+] (sodium hydride), Cl (hydrochloric acid). The solvent is O1CCCC1 (tetrahydrofuran), O (water), O1CCCC1 (tetrahydrofuran). Run at time 30 minute. Yields the product C(#N)C(C#N)CCCC1=CC=CC2=CC=CC=C12 (2-cyano-5-(naphth-1-yl)pentanenitrile). The yield is 46.9%. RXN SMILES: [C:1](#[N:5])[CH2:2][C:3]#[N:4].[H-].[Na+].[C:8]1([CH2:18][CH2:19][CH2:20]I)[C:17]2[C:12](=[CH:13][CH:14]=[CH:15][CH:16]=2)[CH:11]=[CH:10][CH:9]=1.Cl>O1CCCC1.O>[C:3]([CH:2]([CH2:20][CH2:19][CH2:18][C:8]1[C:17]2[C:12](=[CH:13][CH:14]=[CH:15][CH:16]=2)[CH:11]=[CH:10][CH:9]=1)[C:1]#[N:5])#[N:4] |f:1.2|. Procedure details: A solution of 0.7 gram (0.011 mole) of malononitrile in 50 mL of tetrahydrofuran was stirred, and 0.5 gram (0.011 mole) of sodium hydride (60% in mineral oil) was added portionwise during a ten minute period. Upon completion of addition, the reaction mixture was stirred for 30 minutes at ambient temperature. After this time a solution of 3.0 grams (0.010 mole) of 3-(naphth-1-yl)propyl iodide (prepared as in Example 9, Steps A-D) in about 5 mL of tetrahydrofuran was added in one portion. Upon com... The reactants are CC(=O)c1cc(C#N)c(-c2ccc(Cl)cc2Cl)[nH]1, Cc1ccccc1, CC(C)OC(OC(C)C)N(C)C. The product is CN(C)C=CC(=O)c1cc(C#N)c(-c2ccc(Cl)cc2Cl)[nH]1. As a reaction SMILES: [C:1]([CH3:2])(=[O:3])[c:4]1[cH:5][c:6]([C:17]#[N:18])[c:7](-[c:9]2[c:10]([Cl:16])[cH:11][c:12]([Cl:15])[cH:13][cH:14]2)[nH:8]1.[CH3:31][c:32]1[cH:33][cH:34][cH:35][cH:36][cH:37]1.[CH:19]([O:20][CH:23]([O:21][CH:22]([CH3:27])[CH3:28])[N:24]([CH3:25])[CH3:26])([CH3:29])[CH3:30]>>[C:1]([CH:2]=[CH:23][N:24]([CH3:25])[CH3:26])(=[O:3])[c:4]1[cH:5][c:6]([C:17]#[N:18])[c:7](-[c:9]2[c:10]([Cl:16])[cH:11][c:12]([Cl:15])[cH:13][cH:14]2)[nH:8]1. The reactants are IC1=C(C=CC=C1)CCN (2-(2-iodophenyl)ethanamine), CC(=O)OC(=O)C (Ac2O), IC1=C(CCNC(C)=O)C=CC=C1 (N-(2-iodophenethyl)acetamide). Run in O1CCOCC1 (1,4-dioxane). Product: IC1=C2CCN=C(C2=CC=C1)C (5-iodo-1-methyl-3,4-dihydroisoquinoline). As a reaction SMILES: [I:1][C:2]1[CH:13]=[CH:12][CH:11]=[CH:10][C:3]=1[CH2:4][CH2:5][NH:6][C:7](=O)[CH3:8].IC1C=CC=CC=1CCN.CC(OC(C)=O)=O>O1CCOCC1>[I:1][C:2]1[CH:13]=[CH:12][CH:11]=[C:10]2[C:3]=1[CH2:4][CH2:5][N:6]=[C:7]2[CH3:8]. Procedure: N-(2-iodophenethyl)acetamide. A solution of 2-(2-iodophenyl)ethanamine (13.5 g, 54.6 mmol) and Ac2O (10.3 mL, 109 mmol) in 1,4-dioxane (200 mL) was heated to 100° C. for 45 min. The reaction was then allowed to cool to RT and concentrated in vacuo. The resulting residue was taken up in DCM and washed with a saturated aq. solution of NaHCO3— gas formation! The organic phase was separated, dried over Na2SO4, filtered and concentrated in vacuo to give the title compound as a yellow oil (16.2 g) whi... The reactants are FC(F)(F)c1ccc(CBr)cc1, O=C([O-])[O-], CC#N, COC(=O)c1ccc(CCC(C=Cc2cc(F)ccc2O)CCc2ccc(C(=O)OC)cc2)cc1, [K+], [K+]. Product: COC(=O)c1ccc(CCC(C=Cc2cc(F)ccc2OCc2ccc(C(F)(F)F)cc2)CCc2ccc(C(=O)OC)cc2)cc1. As a reaction SMILES: [Br:1][CH2:2][c:3]1[cH:4][cH:5][c:6]([C:9]([F:10])([F:11])[F:12])[cH:7][cH:8]1.[C:13](=[O:14])([O-:15])[O-:16].[CH3:54][C:55]#[N:56].[F:19][c:20]1[cH:21][cH:22][c:23]([OH:53])[c:24]([CH:26]=[CH:27][CH:28]([CH2:29][CH2:30][c:31]2[cH:32][cH:33][c:34]([C:35](=[O:36])[O:37][CH3:38])[cH:39][cH:40]2)[CH2:41][CH2:42][c:43]2[cH:44][cH:45][c:46]([C:49](=[O:50])[O:51][CH3:52])[cH:47][cH:48]2)[cH:25]1.[K+:17].[K+:18]>>[CH2:2]([c:3]1[cH:4][cH:5][c:6]([C:9]([F:10])([F:11])[F:12])[cH:7][cH:8]1)[O:53][c:23]1[cH:22][cH:21][c:20]([F:19])[cH:25][c:24]1[CH:26]=[CH:27][CH:28]([CH2:29][CH2:30][c:31]1[cH:32][cH:33][c:34]([C:35](=[O:36])[O:37][CH3:38])[cH:39][cH:40]1)[CH2:41][CH2:42][c:43]1[cH:44][cH:45][c:46]([C:49](=[O:50])[O:51][CH3:52])[cH:47][cH:48]1. Starting materials: Nc1ccc(Br)cc1F, [Na+], [OH-], OB(O)c1ccc(F)cc1, c1ccccc1. As a reaction SMILES: [F:1][c:2]1[c:3]([NH2:4])[cH:5][cH:6][c:7]([Br:9])[cH:8]1.[Na+:21].[OH-:20].[OH:10][B:11]([OH:12])[c:13]1[cH:14][cH:15][c:16]([F:17])[cH:18][cH:19]1.[cH:22]1[cH:23][cH:24][cH:25][cH:26][cH:27]1>>[F:1][c:2]1[c:3]([NH2:4])[cH:5][cH:6][c:7](-[c:13]2[cH:14][cH:15][c:16]([F:17])[cH:18][cH:19]2)[cH:8]1. Yields the product Nc1ccc(-c2ccc(F)cc2)cc1F. The reactants are N#CCCCBr, CCOC(=O)N1c2ccc(C(F)(F)F)cc2C(Nc2ncc(O)c(Cc3cc(C(F)(F)F)cc(C(F)(F)F)c3)n2)CC1CC, CN(C)C=O, CCOC(C)=O, [H-], [Na+], O. Yields the product CCOC(=O)N1c2ccc(C(F)(F)F)cc2C(Nc2ncc(OCCCC#N)c(Cc3cc(C(F)(F)F)cc(C(F)(F)F)c3)n2)CC1CC. As a reaction SMILES: [Br:47][CH2:48][CH2:49][CH2:50][C:51]#[N:52].[CH2:1]([CH3:2])[O:3][C:4](=[O:5])[N:6]1[CH:7]([CH2:43][CH3:44])[CH2:8][CH:9]([NH:20][c:21]2[n:22][cH:23][c:24]([OH:42])[c:25]([CH2:27][c:28]3[cH:29][c:30]([C:38]([F:39])([F:40])[F:41])[cH:31][c:32]([C:34]([F:35])([F:36])[F:37])[cH:33]3)[n:26]2)[c:10]2[cH:11][c:12]([C:16]([F:17])([F:18])[F:19])[cH:13][cH:14][c:15]21.[CH3:54][N:55]([CH3:56])[CH:57]=[O:58].[CH3:59][CH2:60][O:61][C:62](=[O:63])[CH3:64].[H-:45].[Na+:46].[OH2:53]>>[CH2:1]([CH3:2])[O:3][C:4](=[O:5])[N:6]1[CH:7]([CH2:43][CH3:44])[CH2:8][CH:9]([NH:20][c:21]2[n:22][cH:23][c:24]([O:42][CH2:48][CH2:49][CH2:50][C:51]#[N:52])[c:25]([CH2:27][c:28]3[cH:29][c:30]([C:38]([F:39])([F:40])[F:41])[cH:31][c:32]([C:34]([F:35])([F:36])[F:37])[cH:33]3)[n:26]2)[c:10]2[cH:11][c:12]([C:16]([F:17])([F:18])[F:19])[cH:13][cH:14][c:15]21. Reactants: O=C([O-])[O-], CN(C)C=O, Cc1oc(-c2ccccc2)nc1CCl, [K+], [K+], O, OCCCc1ccc(O)cc1. The product is Cc1oc(-c2ccccc2)nc1COc1ccc(CCCO)cc1. Reaction SMILES: [C:26](=[O:27])([O-:28])[O-:29].[CH3:32][N:33]([CH3:34])[CH:35]=[O:36].[Cl:1][CH2:2][c:3]1[n:4][c:5](-[c:9]2[cH:10][cH:11][cH:12][cH:13][cH:14]2)[o:6][c:7]1[CH3:8].[K+:30].[K+:31].[OH2:37].[OH:15][c:16]1[cH:17][cH:18][c:19]([CH2:22][CH2:23][CH2:24][OH:25])[cH:20][cH:21]1>>[CH2:2]([c:3]1[n:4][c:5](-[c:9]2[cH:10][cH:11][cH:12][cH:13][cH:14]2)[o:6][c:7]1[CH3:8])[O:15][c:16]1[cH:17][cH:18][c:19]([CH2:22][CH2:23][CH2:24][OH:25])[cH:20][cH:21]1. The reactants are C1=CC=CC=2C3=CC=CC=C3C(C12)COC(=O)NC1(COC1)C(=O)O (3-(9H-fluoren-9-ylmethoxycarbonylamino)-oxetane-3-carboxylic acid), Cl.CN(CCCN=C=NCC)C (N-(3-dimethylaminopropyl)-N′-ethylcarbodiimide hydrochloride), O.ON1N=NC2=C1C=CC=C2 (1-hydroxybenzotriazole hydrate), ClC=1C=C(C(=C(C1)C=1C=C2CC[C@@H](C2=CC1)N)C1=NOC(=N1)C)F ((S)-5-[5-chloro-3-fluoro-2-(5-methyl-[1,2,4]oxadiazol-3-yl)-phenyl]-indan-1-ylamine), C(=O)([O-])[O-].[K+].[K+] (K2CO3). Solvent: CN(C)C=O (DMF), O (water), CN(C)C=O (DMF). Run at time 20 hour. Yields the product C1=CC=CC=2C3=CC=CC=C3C(C12)COC(NC1(COC1)C(N[C@H]1CCC2=CC(=CC=C12)C1=C(C(=CC(=C1)Cl)F)C1=NOC(=N1)C)=O)=O ((3-{(S)-5-[5-Chloro-3-fluoro-2-(5-methyl-[1,2,4]oxadiazol-3-yl)-phenyl]-indan-1-ylcarbamoyl}-oxetan-3-yl)-carbamic acid 9H-fluoren-9-ylmethyl ester), foam. The yield is 100.0%. Reaction SMILES: [CH:1]1[C:13]2[CH:12]([CH2:14][O:15][C:16]([NH:18][C:19]3([C:23](O)=[O:24])[CH2:22][O:21][CH2:20]3)=[O:17])[C:11]3[C:6](=[CH:7][CH:8]=[CH:9][CH:10]=3)[C:5]=2[CH:4]=[CH:3][CH:2]=1.Cl.CN(C)CCCN=C=NCC.O.ON1C2C=CC=CC=2N=N1.[Cl:49][C:50]1[CH:51]=[C:52]([F:72])[C:53]([C:66]2[N:70]=[C:69]([CH3:71])[O:68][N:67]=2)=[C:54]([C:56]2[CH:57]=[C:58]3[C:62](=[CH:63][CH:64]=2)[C@@H:61]([NH2:65])[CH2:60][CH2:59]3)[CH:55]=1.C([O-])([O-])=O.[K+].[K+]>CN(C=O)C.O>[CH:1]1[C:13]2[CH:12]([CH2:14][O:15][C:16](=[O:17])[NH:18][C:19]3([C:23](=[O:24])[NH:65][C@@H:61]4[C:62]5[C:58](=[CH:57][C:56]([C:54]6[CH:55]=[C:50]([Cl:49])[CH:51]=[C:52]([F:72])[C:53]=6[C:66]6[N:70]=[C:69]([CH3:71])[O:68][N:67]=6)=[CH:64][CH:63]=5)[CH2:59][CH2:60]4)[CH2:22][O:21][CH2:20]3)[C:11]3[C:6](=[CH:7][CH:8]=[CH:9][CH:10]=3)[C:5]=2[CH:4]=[CH:3][CH:2]=1 |f:1.2,3.4,6.7.8|. Reported procedure: To a solution of 3-(9H-fluoren-9-ylmethoxycarbonylamino)-oxetane-3-carboxylic acid (1.70 g, 5.01 mmol) in dry DMF (50.0 ml) were added N-(3-dimethylaminopropyl)-N′-ethylcarbodiimide hydrochloride (1.60 g, 8.35 mmol) and 1-hydroxybenzotriazole hydrate (0.95 g, 6.20 mmol) at room temperature. The resulting colorless solution was stirred for 10 min before a solution of (S)-5-[5-chloro-3-fluoro-2-(5-methyl-[1,2,4]oxadiazol-3-yl)-phenyl]-indan-1-ylamine (1.64 g, 4.77 mmol, intermediate A-11) in dry D... Reactants: OC(C(=O)N(C)C)C=1C=NC=C(C1)C=1C=C2C(=NC1)N(N=C2C2=C(C=CC=C2)OC)COCC[Si](C)(C)C (2-Hydroxy-2-{5-[3-(2-methoxyphenyl)-1-(2-trimethylsilanylethoxymethyl)-1H-pyrazolo[3,4-b]pyridin5-yl]-pyridin-3-yl}-N,N-dimethylacetamide), Cl(=O)(=O)(=O)O (perchloric acid). The solvent is C(C)(=O)O (acetic acid). Product: OC(C(=O)N(C)C)C=1C=NC=C(C1)C=1C=C2C(=NC1)NN=C2C2=C(C=CC=C2)OC (2-hydroxy-2-{5-[3-(2-methoxyphenyl)-1H-pyrazolo[3,4-b]pyridin5-yl]-pyridin-3-yl}-N,N-dimethylacetamide). Isolated yield 3.6%. Reaction SMILES: [OH:1][CH:2]([C:8]1[CH:9]=[N:10][CH:11]=[C:12]([C:14]2[CH:15]=[C:16]3[C:22]([C:23]4[CH:28]=[CH:27][CH:26]=[CH:25][C:24]=4[O:29][CH3:30])=[N:21][N:20](COCC[Si](C)(C)C)[C:17]3=[N:18][CH:19]=2)[CH:13]=1)[C:3]([N:5]([CH3:7])[CH3:6])=[O:4].Cl(O)(=O)(=O)=O>C(O)(=O)C>[OH:1][CH:2]([C:8]1[CH:9]=[N:10][CH:11]=[C:12]([C:14]2[CH:15]=[C:16]3[C:22]([C:23]4[CH:28]=[CH:27][CH:26]=[CH:25][C:24]=4[O:29][CH3:30])=[N:21][NH:20][C:17]3=[N:18][CH:19]=2)[CH:13]=1)[C:3]([N:5]([CH3:6])[CH3:7])=[O:4]. Procedure: 2-Hydroxy-2-{5-[3-(2-methoxyphenyl)-1-(2-trimethylsilanylethoxymethyl)-1H-pyrazolo[3,4-b]pyridin5-yl]-pyridin-3-yl}-N,N-dimethylacetamide (374 mg, 0.702 mmol) was treated with 5% v/v of 70% perchloric acid in glacial acetic acid (5 mL) for 2 h. The solids were collected by filtration and were dissolved in ethyl acetate upon shaking with saturated sodium bicarbonate. The layers were separated and the organics were dried over sodium sulfate and concentrated in vacuo. The material was dissolved in ...